From a dataset of the Open Reaction Database (ORD), a public repository of structured organic reaction records. describe an organic reaction: reactants, conditions, products, and yield Starting materials: COc1nc(Br)cnc1N, N#Cc1ccccc1S(=O)(=O)Cl. Product: COc1nc(Br)cnc1NS(=O)(=O)c1ccccc1C#N. As a reaction SMILES: [Br:1][c:2]1[n:3][c:4]([O:9][CH3:10])[c:5]([NH2:8])[n:6][cH:7]1.[C:11](#[N:12])[c:13]1[c:14]([S:19](=[O:20])(=[O:21])[Cl:22])[cH:15][cH:16][cH:17][cH:18]1>>[Br:1][c:2]1[n:3][c:4]([O:9][CH3:10])[c:5]([NH:8][S:19]([c:14]2[c:13]([C:11]#[N:12])[cH:18][cH:17][cH:16][cH:15]2)(=[O:20])=[O:21])[n:6][cH:7]1. Procedure details: The title compound was prepared according to the procedure described in Example 1 following Steps 5 and 6 by coupling of (3-(4-chlorophenyl)-5-(trifluoromethyl)isothiazol-4-yl)methanol and (E)-ethyl 3-(2,3-difluoro-4-hydroxyphenyl)acrylate then hydrolysis to afford the desired product as an off-white solid. 1H NMR (400 MHz, CDCl3) δ 7.80 (d, J=9.5 Hz, 1H), 7.64 (d, J=7.2 Hz, 1H), 7.47 (d, J=7.2 Hz, 1H), 6.52 (d, J=9.0 Hz, 2H), 7.28 (t, J=6.8 Hz, 1H), 6.82 (t, J=6.8 Hz, 1H), 5.14 (s, 2H). The product is ClC1=CC=C(C=C1)C1=NSC(=C1COC1=C(C(=C(C=C1)/C=C/C(=O)O)F)F)C(F)(F)F ((E)-3-(4-((3-(4-chlorophenyl)-5-(trifluoromethyl)isothiazol-4-yl)methoxy)-2,3-difluorophenyl)acrylic acid). RXN SMILES: [Cl:1][C:2]1[CH:7]=[CH:6][C:5]([C:8]2[C:12]([CH2:13][OH:14])=[C:11]([C:15]([F:18])([F:17])[F:16])[S:10][N:9]=2)=[CH:4][CH:3]=1.[F:19][C:20]1[C:25]([F:26])=[C:24](O)[CH:23]=[CH:22][C:21]=1/[CH:28]=[CH:29]/[C:30]([O:32]CC)=[O:31]>>[Cl:1][C:2]1[CH:7]=[CH:6][C:5]([C:8]2[C:12]([CH2:13][O:14][C:24]3[CH:23]=[CH:22][C:21](/[CH:28]=[CH:29]/[C:30]([OH:32])=[O:31])=[C:20]([F:19])[C:25]=3[F:26])=[C:11]([C:15]([F:16])([F:18])[F:17])[S:10][N:9]=2)=[CH:4][CH:3]=1. Starting materials: ClC1=CC=C(C=C1)C1=NSC(=C1CO)C(F)(F)F ((3-(4-chlorophenyl)-5-(trifluoromethyl)isothiazol-4-yl)methanol), FC1=C(C=CC(=C1F)O)/C=C/C(=O)OCC ((E)-ethyl 3-(2,3-difluoro-4-hydroxyphenyl)acrylate).